This data is from the Open Reaction Database (ORD), a public repository of structured organic reaction records. The task is: describe an organic reaction: reactants, conditions, products, and yield Starting materials: [Br-], CCCC[S+](CCCC)CC(=O)c1ccccc1, ClCCl, C[Si](C)(C)OS(=O)(=O)C(F)(F)F. The product is CCCC[S+](CCCC)CC(=O)c1ccccc1, O=S(=O)([O-])C(F)(F)F. Reaction SMILES: [Br-:1].[CH2:2]([CH2:3][CH2:4][CH3:5])[S+:6]([CH2:7][C:8](=[O:9])[c:10]1[cH:11][cH:12][cH:13][cH:14][cH:15]1)[CH2:16][CH2:17][CH2:18][CH3:19].[CH2:32]([Cl:33])[Cl:34].[S:20](=[O:21])(=[O:22])([C:23]([F:24])([F:25])[F:26])[O:27][Si:28]([CH3:29])([CH3:30])[CH3:31]>>[CH2:2]([CH2:3][CH2:4][CH3:5])[S+:6]([CH2:7][C:8](=[O:9])[c:10]1[cH:11][cH:12][cH:13][cH:14][cH:15]1)[CH2:16][CH2:17][CH2:18][CH3:19].[S:20](=[O:21])(=[O:22])([C:23]([F:24])([F:25])[F:26])[O-:27]. Reactants: [BH3-]C#N, CC(=O)O, CO, CC=O, ClC(Cl)Cl, CCCCCS(=O)(=O)NC(=O)c1ccc2nc(C)n(Cc3ccc(NC)cc3Cl)c2n1, [Na+], C1CCOC1. Yields the product CCCCCS(=O)(=O)NC(=O)c1ccc2nc(C)n(Cc3ccc(N(C)CC)cc3Cl)c2n1. Reaction SMILES: [C:35]([BH3-:36])#[N:37].[CH3:39][C:40](=[O:41])[OH:42].[CH3:48][OH:49].[CH:32]([CH3:33])=[O:34].[CH:50]([Cl:51])([Cl:52])[Cl:53].[Cl:1][c:2]1[c:3]([CH2:4][n:5]2[c:6]([CH3:25])[n:7][c:8]3[c:9]2[n:10][c:11]([C:14]([NH:15][S:16](=[O:17])(=[O:18])[CH2:19][CH2:20][CH2:21][CH2:22][CH3:23])=[O:24])[cH:12][cH:13]3)[cH:26][cH:27][c:28]([NH:30][CH3:31])[cH:29]1.[Na+:38].[O:43]1[CH2:44][CH2:45][CH2:46][CH2:47]1>>[Cl:1][c:2]1[c:3]([CH2:4][n:5]2[c:6]([CH3:25])[n:7][c:8]3[c:9]2[n:10][c:11]([C:14]([NH:15][S:16](=[O:17])(=[O:18])[CH2:19][CH2:20][CH2:21][CH2:22][CH3:23])=[O:24])[cH:12][cH:13]3)[cH:26][cH:27][c:28]([N:30]([CH3:31])[CH2:32][CH3:33])[cH:29]1. Starting materials: C(C)(=O)OC(C)=O (acetic anhydride), NC1=NC=C(C=N1)[N+](=O)[O-] (2-amino-5-nitropyrimidine), C(C)(=O)OC(C)=O (acetic anhydride). The solvent is C1(=CC=CC=C1)C (toluene). Reaction conditions: temperature 90 celsius, time 15 hour. The product is [N+](=O)([O-])C=1C=NC(=NC1)NC(C)=O (N-(5-nitropyrimidin-2-yl)acetamide). RXN SMILES: [NH2:1][C:2]1[N:7]=[CH:6][C:5]([N+:8]([O-:10])=[O:9])=[CH:4][N:3]=1.[C:11](OC(=O)C)(=[O:13])[CH3:12]>C1(C)C=CC=CC=1>[N+:8]([C:5]1[CH:4]=[N:3][C:2]([NH:1][C:11](=[O:13])[CH3:12])=[N:7][CH:6]=1)([O-:10])=[O:9]. Procedure: To 2-amino-5-nitropyrimidine (0.42 g, 3.0 mmol) dissolved in toluene (2 ml) was added acetic anhydride (1.4 ml, 15 mmol). The reaction mixture was stirred at 90° C. for 15 hr, after which an additional amount of acetic anhydride was added (0.7 mL) and the mixture was stirred at reflux for another 16 h. The solvent was removed in vacuo and to the residue was added hexane (10 mL) and DCM (1 mL). The solid was collected by filtration, dried to give N-(5-nitropyrimidin-2-yl)acetamide as an off-white...